From a dataset of the Open Reaction Database (ORD), a public repository of structured organic reaction records. describe an organic reaction: reactants, conditions, products, and yield The reactants are Br.Br.Br.C(C)C=1C(=CC(=C(C1)O)F)C1=CC=C2C(=NNC2=C1)C=1NC2=C(CNCC2)N1 (5-ethyl-2-fluoro-4-[3-(4,5,6,7-tetrahydro-1H-imidazo[4,5-c]pyridin-2-yl)-1H-indazol-6-yl]-phenol trihydrobromide salt), C(#N)C1=NC=C(C(=O)Cl)C=C1 (6-cyano-nicotinoyl chloride), CCN(C(C)C)C(C)C (DIPEA), C(O)([O-])=O.[Na+] (sodium hydrogen carbonate). The solvent is CN(C)C=O (DMF). Reaction conditions: time 72 hour. Yields the product C(C)C1=C(C=C(C(=C1)O)F)C1=CC=C2C(=NNC2=C1)C=1NC2=C(CN(CC2)C(=O)C=2C=CC(=NC2)C#N)N1 (5-{2-[6-(2-Ethyl-5-fluoro-4-hydroxy-phenyl)-1H-indazol-3-yl]-1,4,6,7-tetrahydro-imidazo[4,5-c]pyridine-5-carbonyl}-pyridine-2-carbonitrile). Yield: 17.0%. RXN SMILES: Br.Br.Br.[CH2:4]([C:6]1[C:7]([C:14]2[CH:22]=[C:21]3[C:17]([C:18]([C:23]4[NH:24][C:25]5[CH2:30][CH2:29][NH:28][CH2:27][C:26]=5[N:31]=4)=[N:19][NH:20]3)=[CH:16][CH:15]=2)=[CH:8][C:9]([F:13])=[C:10]([OH:12])[CH:11]=1)[CH3:5].[C:32]([C:34]1[CH:42]=[CH:41][C:37]([C:38](Cl)=[O:39])=[CH:36][N:35]=1)#[N:33].CCN(C(C)C)C(C)C.C(=O)([O-])O.[Na+]>CN(C=O)C>[CH2:4]([C:6]1[CH:11]=[C:10]([OH:12])[C:9]([F:13])=[CH:8][C:7]=1[C:14]1[CH:22]=[C:21]2[C:17]([C:18]([C:23]3[NH:24][C:25]4[CH2:30][CH2:29][N:28]([C:38]([C:37]5[CH:41]=[CH:42][C:34]([C:32]#[N:33])=[N:35][CH:36]=5)=[O:39])[CH2:27][C:26]=4[N:31]=3)=[N:19][NH:20]2)=[CH:16][CH:15]=1)[CH3:5] |f:0.1.2.3,6.7|. Reported procedure: To a solution of 5-ethyl-2-fluoro-4-[3-(4,5,6,7-tetrahydro-1H-imidazo[4,5-c]pyridin-2-yl)-1H-indazol-6-yl]-phenol trihydrobromide salt (Preparation 25, 50 mg, 80 μmol) in DMF (1 mL), was added 6-cyano-nicotinoyl chloride (Preparation 46, 17 mg, 96 μmol), and DIPEA (56 μL, 320 μmol). The reaction mixture was stirred at room temperature for 72 hours and then saturated aqueous sodium hydrogen carbonate solution (5 mL) was added. The resulting solid was collected by filtration and washed with furthe... The reactants are [OH-].[Na+] (NaOH), CS(=O)(=O)OC[C@H](C)NC(=O)OC(C)(C)C ((S)-2-(tert-butoxycarbonylamino)propyl methanesulfonate), ClC1=C(C#N)C=CC(=C1C)C1=NNC=C1 (2-Chloro-3-methyl-4-(1H-pyrazol-3-yl)benzonitrile). Reagents/catalysts: [Br-].C(CCC)[N+](CCCC)(CCCC)CCCC (tetrabutylammonium bromide). Solvent: C1(=CC=CC=C1)C (toluene), C1(=CC=CC=C1)C (toluene), C1(=CC=CC=C1)C (toluene). Run at time 96 hour. Yields the product ClC=1C(=C(C=CC1C#N)C1=NN(C=C1)C[C@H](C)NC(OC(C)(C)C)=O)C ((S)-tert-butyl 1-(3-(3-chloro-4-cyano-2-methylphenyl)-1H-pyrazol-1-yl)propan-2-ylcarbamate). Reaction SMILES: [Cl:1][C:2]1[C:9]([CH3:10])=[C:8]([C:11]2[CH:15]=[CH:14][NH:13][N:12]=2)[CH:7]=[CH:6][C:3]=1[C:4]#[N:5].[OH-].[Na+].CS(O[CH2:23][C@@H:24]([NH:26][C:27]([O:29][C:30]([CH3:33])([CH3:32])[CH3:31])=[O:28])[CH3:25])(=O)=O>C1(C)C=CC=CC=1.[Br-].C([N+](CCCC)(CCCC)CCCC)CCC>[Cl:1][C:2]1[C:9]([CH3:10])=[C:8]([C:11]2[CH:15]=[CH:14][N:13]([CH2:25][C@@H:24]([NH:26][C:27](=[O:28])[O:29][C:30]([CH3:31])([CH3:33])[CH3:32])[CH3:23])[N:12]=2)[CH:7]=[CH:6][C:3]=1[C:4]#[N:5] |f:1.2,5.6|. Reported procedure: 2-Chloro-3-methyl-4-(1H-pyrazol-3-yl)benzonitrile (1.96 g, 8.96 mmol) was dissolved in toluene (20 ml). To this solution an aqueous solution of NaOH (1M, 20 ml) and tetrabutylammonium bromide (0.58 g, 1.79 mmol) was added, respectively. (S)-2-(tert-butoxycarbonylamino)propyl methanesulfonate (4.54 g, 17.92 mmol) was dissolved in toluene (20 ml) and added to the reaction mixture. After 96 h of vigorous stirring at RT the reaction mixture was diluted with toluene and washed several times with wate... Starting materials: CCOC(=O)C1CC2CCCC(C1)N2Cc1ccccc1, CCO, O=C[O-], [NH4+]. Product: CCOC(=O)C1CC2CCCC(C1)N2. RXN SMILES: [CH2:1]([CH3:2])[O:3][C:4](=[O:5])[CH:6]1[CH2:7][CH:8]2[CH2:9][CH2:10][CH2:11][CH:12]([CH2:13]1)[N:14]2[CH2:15][c:16]1[cH:17][cH:18][cH:19][cH:20][cH:21]1.[CH3:26][CH2:27][OH:28].[CH:22]([O-:23])=[O:24].[NH4+:25]>>[CH2:1]([CH3:2])[O:3][C:4](=[O:5])[CH:6]1[CH2:7][CH:8]2[CH2:9][CH2:10][CH2:11][CH:12]([CH2:13]1)[NH:14]2. Starting materials: BrCCC1(CC1)CC(=O)OCC (ethyl [1-(2-bromoethyl)cyclopropyl]acetate), O (water), [H-].[Na+] (sodium hydride), COC(=O)C1=CC=C(CC(C(=O)OCC=C)C(=O)OCC=C)C=C1 (diallyl [4-(methoxycarbonyl)benzyl]malonate). The solvent is CN(C)C=O (DMF), C(C)(=O)OCC (ethyl acetate), CN(C)C=O (DMF). Reaction conditions: temperature 40 celsius, time 30 minute. Yields the product C(C)OC(CC1(CC1)CCC(C(=O)OCC=C)(C(=O)OCC=C)CC1=CC=C(C=C1)C(=O)OC)=O (Diallyl {2-[1-(2-ethoxy-2-oxoethyl)cyclopropyl]ethyl}[4-(methoxycarbonyl)benzyl]malonate). Reaction SMILES: [H-].[Na+].[CH3:3][O:4][C:5]([C:7]1[CH:26]=[CH:25][C:10]([CH2:11][CH:12]([C:19]([O:21][CH2:22][CH:23]=[CH2:24])=[O:20])[C:13]([O:15][CH2:16][CH:17]=[CH2:18])=[O:14])=[CH:9][CH:8]=1)=[O:6].Br[CH2:28][CH2:29][C:30]1([CH2:33][C:34]([O:36][CH2:37][CH3:38])=[O:35])[CH2:32][CH2:31]1.O>CN(C=O)C.C(OCC)(=O)C>[CH2:37]([O:36][C:34](=[O:35])[CH2:33][C:30]1([CH2:29][CH2:28][C:12]([CH2:11][C:10]2[CH:9]=[CH:8][C:7]([C:5]([O:4][CH3:3])=[O:6])=[CH:26][CH:25]=2)([C:19]([O:21][CH2:22][CH:23]=[CH2:24])=[O:20])[C:13]([O:15][CH2:16][CH:17]=[CH2:18])=[O:14])[CH2:31][CH2:32]1)[CH3:38] |f:0.1|. Procedure: Under argon and at 0° C., 1.67 g (41.62 mmol) of sodium hydride (60% strength dispersion in mineral oil) are added a little at a time to a solution of 10.87 g (32.70 mmol) of diallyl [4-(methoxycarbonyl)benzyl]malonate in 60 ml of anhhdrous DMF. The mixture is stirred at 40° C. for 30 min, and a solution of 6.99 g (29.73 mmol) of ethyl [1-(2-bromoethyl)cyclopropyl]acetate in 60 ml of anhydrous DMF is then added dropwise at this temperature. The reaction mixture is subsequently heated at 100° C. ... Product: c1ccc2ncccc2c1. Reaction SMILES: [CH3:30][CH2:31][O:32][C:33](=[O:34])[CH3:35].[CH3:36][N:37]([CH3:38])[CH:39]=[O:40].[ClH:16].[ClH:1].[ClH:2].[N+:17]([c:18]1[cH:19][cH:20][cH:21][c:22]2[c:23]1[n:24][cH:25][cH:26][cH:27]2)([O-:28])=[O:29].[N+:3]([O-:4])(=[O:5])[c:6]1[c:7]2[cH:8][cH:9][cH:10][n:11][c:12]2[cH:13][cH:14][cH:15]1>>[cH:6]1[c:7]2[cH:8][cH:9][cH:10][n:11][c:12]2[cH:13][cH:14][cH:15]1. Reactants: CCOC(C)=O, CN(C)C=O, Cl, Cl, Cl, O=[N+]([O-])c1cccc2cccnc12, O=[N+]([O-])c1cccc2ncccc12. Reaction SMILES: [Br:14][CH2:15][c:16]1[cH:17][cH:18][cH:19][cH:20][cH:21]1.[CH2:1]([CH3:2])[c:3]1[nH:4][c:5]2[cH:6][cH:7][cH:8][c:9]([O:12][CH3:13])[c:10]2[cH:11]1.[O:22]=[CH:23][N:24]([CH3:25])[CH3:26].[OH2:27]>>[CH2:1]([CH3:2])[c:3]1[n:4]([CH2:15][c:16]2[cH:17][cH:18][cH:19][cH:20][cH:21]2)[c:5]2[cH:6][cH:7][cH:8][c:9]([O:12][CH3:13])[c:10]2[cH:11]1. Starting materials: BrCc1ccccc1, CCc1cc2c(OC)cccc2[nH]1, CN(C)C=O, O. Product: CCc1cc2c(OC)cccc2n1Cc1ccccc1. The reactants are BrC1=CC=C(C=C1)C1(C2=CC=CC=C2C=2C=CC=CC12)C1=CC=CC=C1 (9-(4-bromophenyl)-9-phenyl-9H-fluorene), C(C)(C)(C)P(C(C)(C)C)C(C)(C)C (tri(tert-butyl)phosphine), C1(=CC=CC2=CC=CC=C12)N (1-naphthylamine), CC(C)([O-])C.[Na+] (sodium tert-butoxide). The reagents and catalysts are C=1C=CC(=CC1)/C=C/C(=O)/C=C/C2=CC=CC=C2.C=1C=CC(=CC1)/C=C/C(=O)/C=C/C2=CC=CC=C2.[Pd] (bis(dibenzylideneacetone)palladium(0)). Run in CCCCCC (hexane), C1(=CC=CC=C1)C (toluene). Reaction conditions: temperature 80 celsius, time 2.5 hour. The product is C1(=CC=CC2=CC=CC=C12)NC1=CC=C(C=C1)C1(C2=CC=CC=C2C=2C=CC=CC12)C1=CC=CC=C1 (1-naphthyl-4-(9-phenyl-9H-fluoren-9-yl)phenylamine). Yield: 52.5%. RXN SMILES: Br[C:2]1[CH:7]=[CH:6][C:5]([C:8]2([C:21]3[CH:26]=[CH:25][CH:24]=[CH:23][CH:22]=3)[C:20]3[CH:19]=[CH:18][CH:17]=[CH:16][C:15]=3[C:14]3[C:9]2=[CH:10][CH:11]=[CH:12][CH:13]=3)=[CH:4][CH:3]=1.[C:27]1([NH2:37])[C:36]2[C:31](=[CH:32][CH:33]=[CH:34][CH:35]=2)[CH:30]=[CH:29][CH:28]=1.CC(C)([O-])C.[Na+].C(P(C(C)(C)C)C(C)(C)C)(C)(C)C>C1C=CC(/C=C/C(/C=C/C2C=CC=CC=2)=O)=CC=1.C1C=CC(/C=C/C(/C=C/C2C=CC=CC=2)=O)=CC=1.[Pd].CCCCCC.C1(C)C=CC=CC=1>[C:27]1([NH:37][C:2]2[CH:7]=[CH:6][C:5]([C:8]3([C:21]4[CH:26]=[CH:25][CH:24]=[CH:23][CH:22]=4)[C:20]4[CH:19]=[CH:18][CH:17]=[CH:16][C:15]=4[C:14]4[C:9]3=[CH:10][CH:11]=[CH:12][CH:13]=4)=[CH:4][CH:3]=2)[C:36]2[C:31](=[CH:32][CH:33]=[CH:34][CH:35]=2)[CH:30]=[CH:29][CH:28]=1 |f:2.3,5.6.7|. Procedure details: In a 200 mL three-neck flask were put 3.2 g (8.7 mmol) of 9-(4-bromophenyl)-9-phenyl-9H-fluorene, 1.2 g (8.7 mmol) of 1-naphthylamine, and 2.5 g (26.2 mmol) of sodium tert-butoxide. The air in the flask was replaced with nitrogen. To this mixture were added 43.0 mL of toluene and 0.2 mL of a 10% hexane solution of tri(tert-butyl)phosphine. The temperature of this mixture was set to 60° C., and 35.1 mg (0.1 mmol) of bis(dibenzylideneacetone)palladium(0) was added to the mixture. The temperature o... The reactants are FC(C(=O)O)(F)F (trifluoroacetic acid), C23H25Cl2N5O2, ClC=1C=C(C(=O)NCC2=NC3=C(N2)C=CC(=C3)Cl)C=CC1C(=O)O (3-chloro-N-(5-chloro-1H-benzimidazol-2-ylmethyl)-4-carboxybenzamide), N1CC(CCC1)CCNC(OC(C)(C)C)=O (tert-butyl (2-piperidin-3-ylethyl)carbamate), CN(C)C(=[N+](C)C)ON1C2=C(C=CC=C2)N=N1.[B-](F)(F)(F)F (TBTU). The solvent is CS(=O)C (DMSO), C(C)N(CC)CC (triethylamine). The product is NCCC1CN(CCC1)C(=O)C1=C(C=C(C(=O)NCC2=NC3=C(N2)C=CC(=C3)Cl)C=C1)Cl (4-[3-(2-aminoethyl)piperidin-1-ylcarbonyl]-3-chloro-N-(5-chloro-1H-benzimidazol-2-ylmethyl)benzamide). As a reaction SMILES: [Cl:1][C:2]1[CH:3]=[C:4]([CH:19]=[CH:20][C:21]=1[C:22](O)=[O:23])[C:5]([NH:7][CH2:8][C:9]1[NH:13][C:12]2[CH:14]=[CH:15][C:16]([Cl:18])=[CH:17][C:11]=2[N:10]=1)=[O:6].[NH:25]1[CH2:30][CH2:29][CH2:28][CH:27]([CH2:31][CH2:32][NH:33]C(=O)OC(C)(C)C)[CH2:26]1.CN(C(ON1N=NC2C=CC=CC1=2)=[N+](C)C)C.[B-](F)(F)(F)F.FC(F)(F)C(O)=O>CS(C)=O.C(N(CC)CC)C>[NH2:33][CH2:32][CH2:31][CH:27]1[CH2:28][CH2:29][CH2:30][N:25]([C:22]([C:21]2[CH:20]=[CH:19][C:4]([C:5]([NH:7][CH2:8][C:9]3[NH:13][C:12]4[CH:14]=[CH:15][C:16]([Cl:18])=[CH:17][C:11]=4[N:10]=3)=[O:6])=[CH:3][C:2]=2[Cl:1])=[O:23])[CH2:26]1 |f:2.3|. Procedure details: Prepared analogously to Example 1d from 3-chloro-N-(5-chloro-1H-benzimidazol-2-ylmethyl)-4-carboxybenzamide, tert-butyl (2-piperidin-3-ylethyl)carbamate, TBTU, and triethylamine in DMSO at ambient temperature followed by Boc cleaving with trifluoroacetic acid analogously to Example 17. HPLC-MS results: retention time: 3.01 minutes; C23H25Cl2N5O2 (474.39); mass spectrum: (M+H)+=474.2.